describe an organic reaction: reactants, conditions, products, and yield From a dataset of the Open Reaction Database (ORD), a public repository of structured organic reaction records. Reactants: CC(C)([O-])C.[K+] (Potassium tert-butoxide), C(#N)CP(OCC)(OCC)=O (diethyl cyanomethylphosphonate), O (water), O=C1CN(C1)C(=O)OC(C)(C)C (tert-butyl 3-oxoazetidine-1-carboxylate). Run in O1CCCC1 (tetrahydrofuran), O1CCCC1 (tetrahydrofuran), O1CCCC1 (tetrahydrofuran). Conditions: time 30 minute. The product is C(#N)C=C1CN(C1)C(=O)OC(C)(C)C (tert-Butyl 3-(cyanomethylene)azetidine-1-carboxylate). The yield is 57.4%. RXN SMILES: CC(C)([O-])C.[K+].[C:7]([CH2:9]P(=O)(OCC)OCC)#[N:8].O=[C:19]1[CH2:22][N:21]([C:23]([O:25][C:26]([CH3:29])([CH3:28])[CH3:27])=[O:24])[CH2:20]1.O>O1CCCC1>[C:7]([CH:9]=[C:19]1[CH2:22][N:21]([C:23]([O:25][C:26]([CH3:29])([CH3:28])[CH3:27])=[O:24])[CH2:20]1)#[N:8] |f:0.1|. Reported procedure: Potassium tert-butoxide (2.03 g, 21.1 mmol) in tetrahydrofuran (20 mL) was mixed with diethyl cyanomethylphosphonate (3.54 g, 20.0 mmol) in tetrahydrofuran (20 mL) under cooling with ice and stirred for 30 minutes. The reaction mixture was mixed with tert-butyl 3-oxoazetidine-1-carboxylate (2.96 g, 17.3 mmol) obtained in Reference Synthetic Examplea 112 in-tetrahydrofuran (20 mL) under cooling with ice and then stirred at room temperature for 1 day. After addition of water, the reaction mixture ... Starting materials: CCOC(=O)C (EtOAc), ClC1=NC=CC(=C1)Cl (2,4-dichloropyridine), C(=O)([O-])[O-].[K+].[K+] (K2CO3), IC1=CC(=C(C(=N1)C)O)C (6-iodo-2,4-dimethylpyridin-3-ol). The solvent is O (water), CC(=O)N(C)C (DMA). Conditions: temperature 105 celsius. The product is ClC1=NC=CC(=C1)OC=1C(=NC(=CC1C)I)C (3-((2-chloropyridin-4-yl)oxy)-6-iodo-2,4-dimethylpyridine). Isolated yield 20.0%. Reaction SMILES: [I:1][C:2]1[N:7]=[C:6]([CH3:8])[C:5]([OH:9])=[C:4]([CH3:10])[CH:3]=1.[Cl:11][C:12]1[CH:17]=[C:16](Cl)[CH:15]=[CH:14][N:13]=1.C([O-])([O-])=O.[K+].[K+].CCOC(C)=O>CC(N(C)C)=O.O>[Cl:11][C:12]1[CH:17]=[C:16]([O:9][C:5]2[C:6]([CH3:8])=[N:7][C:2]([I:1])=[CH:3][C:4]=2[CH3:10])[CH:15]=[CH:14][N:13]=1 |f:2.3.4|. Procedure: A solution of 6-iodo-2,4-dimethylpyridin-3-ol (5.10 g, 20.48 mmol) in DMA (60 mL) was sparged with Ar, treated with 2,4-dichloropyridine (3.94 g, 26.60 mmol) and K2CO3 (3.40 g, 24.57 mmol) and heated at 105° C. overnight. The mixture was cooled to RT, treated with EtOAc and water, filtered to remove solids, then treated with charcoal, warmed to reflux, cooled to RT and filtered through diatomaceous earth. The layers of the filtrate were separated, the aqueous layer extracted with additional EtOA... Procedure: (Some starting materials may be obtained from Alfa Aesar, Ward Hills, Mass.) To a flame-dry 50 mL rb flask was added 2-chloro-5-(4-morpholinoquinolin-6-yl)pyridin-3-amine (0.07 g, 0.2 mmol) and THF (8 mL). The reaction mixture was cooled to 0° C. followed by adding sodium bis(trimethylsilyl)amide, 1.0 m solution in tetrahydrofuran (0.4 mL, 0.4 mmol). After the addition, it was continued to stir at 0° C. under N2. After 30 min, 2,6-dichlorobenzene-1-sulfonyl chloride (0.07 g, 0.3 mmol) was added ... Run at temperature 0 celsius, time 30 minute. Reactants: C[Si](C)(C)[N-][Si](C)(C)C.[Na+] (sodium bis(trimethylsilyl)amide), ClC1=NC=C(C=C1N)C=1C=C2C(=CC=NC2=CC1)N1CCOCC1 (2-chloro-5-(4-morpholinoquinolin-6-yl)pyridin-3-amine), ClC1=C(C(=CC=C1)Cl)S(=O)(=O)Cl (2,6-dichlorobenzene-1-sulfonyl chloride). Isolated yield 57.3%. The solvent is O1CCCC1 (tetrahydrofuran), C1CCOC1 (THF). Product: ClC1=C(C(=CC=C1)Cl)S(=O)(=O)NC=1C(=NC=C(C1)C=1C=C2C(=CC=NC2=CC1)N1CCOCC1)Cl (2,6-dichloro-N-(2-chloro-5-(4-(4-morpholinyl)-6-quinolinyl)-3-pyridinyl)benzenesulfonamide). Reaction SMILES: [Cl:1][C:2]1[C:7]([NH2:8])=[CH:6][C:5]([C:9]2[CH:10]=[C:11]3[C:16](=[CH:17][CH:18]=2)[N:15]=[CH:14][CH:13]=[C:12]3[N:19]2[CH2:24][CH2:23][O:22][CH2:21][CH2:20]2)=[CH:4][N:3]=1.C[Si]([N-][Si](C)(C)C)(C)C.[Na+].[Cl:35][C:36]1[CH:41]=[CH:40][CH:39]=[C:38]([Cl:42])[C:37]=1[S:43](Cl)(=[O:45])=[O:44]>C1COCC1>[Cl:35][C:36]1[CH:41]=[CH:40][CH:39]=[C:38]([Cl:42])[C:37]=1[S:43]([NH:8][C:7]1[C:2]([Cl:1])=[N:3][CH:4]=[C:5]([C:9]2[CH:10]=[C:11]3[C:16](=[CH:17][CH:18]=2)[N:15]=[CH:14][CH:13]=[C:12]3[N:19]2[CH2:24][CH2:23][O:22][CH2:21][CH2:20]2)[CH:6]=1)(=[O:45])=[O:44] |f:1.2|. Reactants: OC1=CC=C(C=C1)C(=O)N1[C@@H](CCC1)CN1CCCC1 ((4-Hydroxy-phenyl)-(2-(S)-pyrrolidin-1-ylmethyl-pyrrolidin-1-yl)-methanone), ClCC=1C=NC(=CC1)C(F)(F)F (3-(chloromethyl)-6-(trifluoromethyl)pyridine). Product: N1(CCCC1)C[C@H]1N(CCC1)C(=O)C1=CC=C(C=C1)OCC=1C=NC(=CC1)C(F)(F)F ((2-(S)-Pyrrolidin-1-ylmethyl-pyrrolidin-1-yl)-[4-(6-trifluoromethyl-pyridin-3-ylmethoxy)-phenyl]-methanone). RXN SMILES: [OH:1][C:2]1[CH:7]=[CH:6][C:5]([C:8]([N:10]2[CH2:14][CH2:13][CH2:12][C@H:11]2[CH2:15][N:16]2[CH2:20][CH2:19][CH2:18][CH2:17]2)=[O:9])=[CH:4][CH:3]=1.Cl[CH2:22][C:23]1[CH:24]=[N:25][C:26]([C:29]([F:32])([F:31])[F:30])=[CH:27][CH:28]=1>>[N:16]1([CH2:15][C@@H:11]2[CH2:12][CH2:13][CH2:14][N:10]2[C:8]([C:5]2[CH:6]=[CH:7][C:2]([O:1][CH2:22][C:23]3[CH:24]=[N:25][C:26]([C:29]([F:32])([F:30])[F:31])=[CH:27][CH:28]=3)=[CH:3][CH:4]=2)=[O:9])[CH2:17][CH2:18][CH2:19][CH2:20]1. Procedure: The title compound is prepared in a manner substantially analogous to Procedure C using (4-Hydroxy-phenyl)-(2-(S)-pyrrolidin-1-ylmethyl-pyrrolidin-1-yl)-methanone and 3-(chloromethyl)-6-(trifluoromethyl)pyridine. MS (ES+) 434.2 Reactants: C=CC(=O)Cl, C=CCCNc1ccc(OC)cc1, ClCCl, [K+], [K+], O=C([O-])[O-]. Yields the product C=CCCN(C(=O)C=C)c1ccc(OC)cc1. Reaction SMILES: [C:20]([CH:21]=[CH2:22])(=[O:23])[Cl:24].[CH2:1]([CH2:2][CH:3]=[CH2:4])[NH:5][c:6]1[cH:7][cH:8][c:9]([O:12][CH3:13])[cH:10][cH:11]1.[CH2:25]([Cl:26])[Cl:27].[K+:14].[K+:15].[O-:16][C:17]([O-:18])=[O:19]>>[CH2:1]([CH2:2][CH:3]=[CH2:4])[N:5]([c:6]1[cH:7][cH:8][c:9]([O:12][CH3:13])[cH:10][cH:11]1)[C:20]([CH:21]=[CH2:22])=[O:23]. Reactants: Cl (hydrochloric acid), S(=O)(=O)([O-])[O-].[Mg+2] (magnesium sulfate), ClC=1N(C=C(N1)[N+](=O)[O-])C[C@](COC(C1=CC=C(C=C1)[N+](=O)[O-])=O)(C)O ((S)-2-chloro-4-nitro-1-[2-hydroxy-3-(4-nitrobenzoyloxy)-2-methylpropyl]imidazole). Reagents/catalysts: C([O-])([O-])=O.[K+].[K+] (Potassium carbonate). Run in CO (methanol). Run at time 8 hour. Yields the product ClC=1N(C=C(N1)[N+](=O)[O-])C[C@](CO)(C)O ((S)-2-chloro-1-(2,3-dihydroxy-2-methylpropyl)-4-nitroimidazole). Isolated yield 98.2%. As a reaction SMILES: [Cl:1][C:2]1[N:3]([CH2:10][C@@:11]([OH:26])([CH3:25])[CH2:12][O:13]C(=O)C2C=CC([N+]([O-])=O)=CC=2)[CH:4]=[C:5]([N+:7]([O-:9])=[O:8])[N:6]=1.Cl.S([O-])([O-])(=O)=O.[Mg+2]>CO.C(=O)([O-])[O-].[K+].[K+]>[Cl:1][C:2]1[N:3]([CH2:10][C@@:11]([OH:26])([CH3:25])[CH2:12][OH:13])[CH:4]=[C:5]([N+:7]([O-:9])=[O:8])[N:6]=1 |f:2.3,5.6.7|. Procedure: (S)-2-Chloro-4-nitro-1-[2-hydroxy-3-(4-nitrobenzoyloxy)-2-methylpropyl]imidazole prepared in Example 15 (6.8 g, 17.67 mmol) was dissolved in methanol (68 ml). Potassium carbonate (122 mg, 0.88 mmol) was added to the solution, and the resulting mixture was stirred at room temperature overnight. The mixture was cooled on ice-bath, 6N hydrochloric acid (0.3 ml) and magnesium sulfate (3 g) were added to the mixture in this order, and the mixture was stirred for 30 minutes. Insoluble matters were rem... Reactants: C1=CC(=CC=C1C=O)C=O (terephthaldehyde), C(#N)CCNN (2-cyanoethylhydrazine). Run in CO (methanol). Run at temperature 50 celsius, time 30 minute. Product: C(#N)CCNN=CC1=CC=C(C=NNCCC#N)C=C1 (3-(N′-{4-[(2-cyanoethyl)hydrazonomethyl]benzyliden}-hydrazino)propionitrile). Reaction SMILES: [CH:1]1[C:6]([CH:7]=O)=[CH:5][CH:4]=[C:3]([CH:9]=O)[CH:2]=1.[C:11]([CH2:13][CH2:14][NH:15][NH2:16])#[N:12]>CO>[C:11]([CH2:13][CH2:14][NH:15][N:16]=[CH:9][C:3]1[CH:4]=[CH:5][C:6]([CH:7]=[N:16][NH:15][CH2:14][CH2:13][C:11]#[N:12])=[CH:1][CH:2]=1)#[N:12]. Procedure details: To a suspension of 102 g terephthaldehyde in 700 ml methanol 129.4 g of 2-cyanoethylhydrazine are added drop-wise within 20 minutes. The temperature increases to about 50° C., and an orange-red solution generally arises. After about 10 minutes further crystallization occurs. Stirring continues for 30 minutes and a precipitate that appears is filtered with suction. After washing with a little cold methanol the precipitate is dried under vacuum. 187 g of beige colored product are produced. Run in C1CCOC1 (THF), C1CCOC1 (THF). Product: CC1=C2C=CC=NC2=C(C(=C1C)C)C=O (5,6,7-trimethylquinoline-8-carboxaldehyde). Reactants: C(=O)N1CCCCC1 (N-formylpiperidine), S(O)(O)(=O)=O (sulfuric acid), C([O-])([O-])=O.[K+].[K+] (potassium carbonate), C(CCC)[Li] (n-Butyl lithium), BrC=1C(=C(C(=C2C=CC=NC12)C)C)C (8-bromo-5,6,7-trimethylquinoline). Procedure details: n-Butyl lithium (2.1 equiv; 1.55M in hexane) was added slowly to a suspension of 8-bromo-5,6,7-trimethylquinoline (4.2 g) in anhydrous THF (40 ml) under nitrogen at -90° C. After 3 hr a solution of N-formylpiperidine (2.1 equiv) in anhydrous THF (10 ml) was added to the mixture was warmed to -40° C. over ca. 2 hr. A dilute sulfuric acid solution (1N; 20 ml) was added and the mixture was warmed to room temperature. The mixture was made basic by the addition of potassium carbonate and was then ext... Reaction conditions: temperature -40 celsius. As a reaction SMILES: C([Li])CCC.Br[C:7]1[C:8]([CH3:19])=[C:9]([CH3:18])[C:10]([CH3:17])=[C:11]2[C:16]=1[N:15]=[CH:14][CH:13]=[CH:12]2.[CH:20](N1CCCCC1)=[O:21].S(=O)(=O)(O)O.C(=O)([O-])[O-].[K+].[K+]>C1COCC1>[CH3:17][C:10]1[C:9]([CH3:18])=[C:8]([CH3:19])[C:7]([CH:20]=[O:21])=[C:16]2[C:11]=1[CH:12]=[CH:13][CH:14]=[N:15]2 |f:4.5.6|. Starting materials: Brc1cccnc1, [Li]CCCC, CCOCC, CCCCCC, CC(C)(C#N)c1cc(C=O)cc(C(C)(C)C#N)c1. Yields the product CC(C)(C#N)c1cc(C(O)c2cccnc2)cc(C(C)(C)C#N)c1. Reaction SMILES: [Br:1][c:2]1[cH:3][n:4][cH:5][cH:6][cH:7]1.[CH2:8]([Li:9])[CH2:10][CH2:11][CH3:12].[CH3:31][CH2:32][O:33][CH2:34][CH3:35].[CH3:36][CH2:37][CH2:38][CH2:39][CH2:40][CH3:41].[CH:13](=[O:14])[c:15]1[cH:16][c:17]([C:26]([C:27]#[N:28])([CH3:29])[CH3:30])[cH:18][c:19]([C:21]([C:22]#[N:23])([CH3:24])[CH3:25])[cH:20]1>>[c:2]1([CH:13]([OH:14])[c:15]2[cH:16][c:17]([C:26]([C:27]#[N:28])([CH3:29])[CH3:30])[cH:18][c:19]([C:21]([C:22]#[N:23])([CH3:24])[CH3:25])[cH:20]2)[cH:3][n:4][cH:5][cH:6][cH:7]1.